The task is: describe an organic reaction: reactants, conditions, products, and yield. This data is from the Open Reaction Database (ORD), a public repository of structured organic reaction records. The reactants are COC=1C=CC2=C(C1)C(=CC=N2)[C@H]([C@@H]3C[C@@H]4CCN3C[C@@H]4C=C)O (quinine), C(CC(O)(C(=O)O)CC(=O)O)(=O)O (citric acid), C(C)(=O)OCC (ethyl acetate), ( II ), Example 1. Yields the product C(=O)(O)C(C[C@H](N)C(=O)O)C(=O)O (γ-carboxyglutamic acid). RXN SMILES: COC1C=CC2[N:12]=CC=C([C@@H](O)[C@H]3N4C[C@H](C=C)[C@@H](CC4)C3)C=2C=1.[C:25]([OH:37])(=[O:36])[CH2:26][C:27]([CH2:32][C:33]([OH:35])=[O:34])(C(O)=O)O.[C:38]([O:41]CC)(=[O:40])C>>[C:38]([CH:32]([C:33]([OH:35])=[O:34])[CH2:27][C@@H:26]([C:25]([OH:37])=[O:36])[NH2:12])([OH:41])=[O:40]. Procedure: The quinine salt of the optically active isomer (II) obtained in the above Example 1 (46.8 mg) was suspended in ethyl acetate and desalted with 1N citric acid. The organic layer was washed with saturated aqueous sodium chloride and dried. Evaporation of ethyl acetate under reduced pressure gave 27.5 mg of a free γ-carboxyglutamic acid derivative (hereinafter called sample (a)). Its whole amount was dissolved in 2.8 ml of dichloromethane and to the resultant solution were added 14.2 mg of 2-chlor... Reactants: CC(=O)c1ccc(Br)cc1, O=C([O-])[O-], COCCOC, COc1ccc(C(=O)Nc2cc(B3OC(C)(C)C(C)(C)O3)ccc2N)cc1, [Na+], [Na+], O, c1ccc(P(c2ccccc2)(c2ccccc2)[Pd](P(c2ccccc2)(c2ccccc2)c2ccccc2)(P(c2ccccc2)(c2ccccc2)c2ccccc2)P(c2ccccc2)(c2ccccc2)c2ccccc2)cc1. The product is COc1ccc(C(=O)Nc2cc(-c3ccc(C(C)=O)cc3)ccc2N)cc1. As a reaction SMILES: [Br:28][c:29]1[cH:30][cH:31][c:32]([C:35]([CH3:36])=[O:37])[cH:33][cH:34]1.[C:44](=[O:45])([O-:46])[O-:47].[CH3:38][O:39][CH2:40][CH2:41][O:42][CH3:43].[NH2:1][c:2]1[c:3]([NH:17][C:18]([c:19]2[cH:20][cH:21][c:22]([O:25][CH3:26])[cH:23][cH:24]2)=[O:27])[cH:4][c:5]([B:8]2[O:9][C:10]([CH3:11])([CH3:12])[C:13]([CH3:14])([CH3:15])[O:16]2)[cH:6][cH:7]1.[Na+:48].[Na+:49].[OH2:127].[cH:50]1[cH:51][cH:52][c:53]([P:54]([Pd:55]([P:56]([c:57]2[cH:58][cH:59][cH:60][cH:61][cH:62]2)([c:63]2[cH:64][cH:65][cH:66][cH:67][cH:68]2)[c:69]2[cH:70][cH:71][cH:72][cH:73][cH:74]2)([P:75]([c:76]2[cH:77][cH:78][cH:79][cH:80][cH:81]2)([c:82]2[cH:83][cH:84][cH:85][cH:86][cH:87]2)[c:88]2[cH:89][cH:90][cH:91][cH:92][cH:93]2)[P:94]([c:95]2[cH:96][cH:97][cH:98][cH:99][cH:100]2)([c:101]2[cH:102][cH:103][cH:104][cH:105][cH:106]2)[c:107]2[cH:108][cH:109][cH:110][cH:111][cH:112]2)([c:113]2[cH:114][cH:115][cH:116][cH:117][cH:118]2)[c:119]2[cH:120][cH:121][cH:122][cH:123][cH:124]2)[cH:125][cH:126]1>>[NH2:1][c:2]1[c:3]([NH:17][C:18]([c:19]2[cH:20][cH:21][c:22]([O:25][CH3:26])[cH:23][cH:24]2)=[O:27])[cH:4][c:5](-[c:29]2[cH:30][cH:31][c:32]([C:35]([CH3:36])=[O:37])[cH:33][cH:34]2)[cH:6][cH:7]1. As a reaction SMILES: [NH2:1][C:2]1[C:11]([F:12])=[C:10]([NH:13][CH2:14][CH2:15][C:16]([O:18][CH2:19][CH3:20])=[O:17])[C:9]([O:21][CH3:22])=[C:8]2[C:3]=1[C:4](=[O:29])[C:5](C(O)=O)=[CH:6][N:7]2[CH:23]1[CH2:25][CH2:24]1.[C-]#N.[Na+]>>[NH2:1][C:2]1[C:11]([F:12])=[C:10]([NH:13][CH2:14][CH2:15][C:16]([O:18][CH2:19][CH3:20])=[O:17])[C:9]([O:21][CH3:22])=[C:8]2[C:3]=1[C:4](=[O:29])[CH:5]=[CH:6][N:7]2[CH:23]1[CH2:24][CH2:25]1 |f:1.2|. The yield is 62.4%. Procedure: A mixture of 5-amino-1-cyclopropyl-7-[2-(ethoxycarbonyl)ethyl amino]-6-fluoro-1,4-dihydro-8-methoxy-4-oxoquinoline-3-carboxylic acid (1.30 g, 3.19 mmol) and NaCN (1.57 g, 32.0 mmol) in DSMO (25 mL) was stirred at 120° C. for 2 h. After cooling, the reaction mixture was poured in to ice-water (300 mL) and extracted with EtOAc (3×100 mL). The organic layers were combined, washed with water (3×100 mL) and brine (100 mL), dried over Na2SO4 and concentrated in vacuo. The residue was purified by colum... Run at temperature 120 celsius, time 2 hour. Reactants: NC1=C2C(C(=CN(C2=C(C(=C1F)NCCC(=O)OCC)OC)C1CC1)C(=O)O)=O (5-amino-1-cyclopropyl-7-[2-(ethoxycarbonyl)ethyl amino]-6-fluoro-1,4-dihydro-8-methoxy-4-oxoquinoline-3-carboxylic acid), [C-]#N.[Na+] (NaCN). Solvent: ice water. Product: NC1=C2C(C=CN(C2=C(C(=C1F)NCCC(=O)OCC)OC)C1CC1)=O (ethyl 3-[(5-amino-1-cyclopropyl-6-fluoro-1,4-dihydro-8-methoxy-4-oxoquinolin-7-yl)amino]propionate). Starting materials: ClC=1C=CC=C2C(=C(N=NC12)C1=CC=CC=C1)C=1C=C(C=CC1)N (3-(8-chloro-3-phenyl-cinnolin-4-yl)-phenylamine), FC(C1=C(C=O)C=C(C=C1)C(F)(F)F)(F)F (2,5-bis(trifluoromethyl)benzaldehyde). Product: FC(C1=C(CNC2=CC(=CC=C2)C2=C(N=NC3=C(C=CC=C23)Cl)C2=CC=CC=C2)C=C(C=C1)C(F)(F)F)(F)F (N-[2,5-Bis(trifluoromethyl)benzyl]-3-(8-chloro-3-phenylcinnolin-4-yl)aniline). As a reaction SMILES: [Cl:1][C:2]1[CH:3]=[CH:4][CH:5]=[C:6]2[C:11]=1[N:10]=[N:9][C:8]([C:12]1[CH:17]=[CH:16][CH:15]=[CH:14][CH:13]=1)=[C:7]2[C:18]1[CH:19]=[C:20]([NH2:24])[CH:21]=[CH:22][CH:23]=1.[F:25][C:26]([F:40])([F:39])[C:27]1[CH:34]=[CH:33][C:32]([C:35]([F:38])([F:37])[F:36])=[CH:31][C:28]=1[CH:29]=O>>[F:25][C:26]([F:39])([F:40])[C:27]1[CH:34]=[CH:33][C:32]([C:35]([F:38])([F:36])[F:37])=[CH:31][C:28]=1[CH2:29][NH:24][C:20]1[CH:21]=[CH:22][CH:23]=[C:18]([C:7]2[C:6]3[C:11](=[C:2]([Cl:1])[CH:3]=[CH:4][CH:5]=3)[N:10]=[N:9][C:8]=2[C:12]2[CH:13]=[CH:14][CH:15]=[CH:16][CH:17]=2)[CH:19]=1. Procedure details: The title compound was prepared from 3-(8-chloro-3-phenyl-cinnolin-4-yl)-phenylamine and 2,5-bis(trifluoromethyl)benzaldehyde according to the procedure of Step 5 Example 6. MS (ES) m/z 558.0. Starting materials: FC(C(=O)O)(F)F (trifluoroacetic acid), C[C@@H]1CC[C@H]([C@@H]2[C@H]1CCC(=C2)C)[C@@H](C)C(=O)O (dihydroartemisinic acid), FC(C(=O)O)(F)F (trifluoroacetic acid), C=1C=CC(=CC1)C=2C3=CC=C(N3)C(=C4NC(=C(C5=NC(=C(C=6C=CC2N6)C=7C=CC=CC7)C=C5)C=8C=CC=CC8)C=C4)C=9C=CC=CC9 (tetraphenylporphyrin), O=O (oxygen). Run in C1(=CC=CC=C1)C (toluene), C1(=CC=CC=C1)C (toluene). Product: C[C@@H]1CC[C@H]2[C@H](C(=O)O[C@H]3[C@@]24[C@H]1CC[C@@](O3)(OO4)C)C (artemisinin). The yield is 62.0%. RXN SMILES: [CH3:1][C@H:2]1[C@@H:7]2[CH2:8][CH2:9][C:10]([CH3:12])=[CH:11][C@@H:6]2[C@H:5]([C@H:13]([C:15]([OH:17])=[O:16])[CH3:14])[CH2:4][CH2:3]1.C1C=CC(C2C3NC(C(C4C=CC=CC=4)=C4C=CC(=C(C5C=CC=CC=5)C5C=CC(=C(C6C=CC=CC=6)C6C=CC=2N=6)N=5)N4)=CC=3)=CC=1.[O:66]=[O:67].FC(F)(F)C(O)=[O:71]>C1(C)C=CC=CC=1>[CH3:1][C@H:2]1[C@@H:7]2[CH2:8][CH2:9][C@:10]3([CH3:12])[O:66][O:67][C@:6]42[C@H:5]([C@@H:13]([CH3:14])[C:15]([O:17][C@@H:11]4[O:71]3)=[O:16])[CH2:4][CH2:3]1. Reported procedure: The feed was a solution of dihydroartemisinic acid at a concentration of 0.5 mol/L and the photosensitizer tetraphenylporphyrin at a concentration of 1 mmol/L in toluene (2.95 g dihydroartemisinic acid and 15 mg tetraphenylporphyrin, total volume 25 mL, volumetric flask). The feed was introduced at a flow rate of 1.25 mL/min and the oxygen flow adjusted to 5 mL/min. The solution of trifluoroacetic acid injected into the output stream of the photochemical reactor contains 1.93 mL trifluoroacetic ... The reactants are FC1=CC2=C(NC(N=C2)=O)C=N1 (6-fluoropyrido[3,4-d]pyrimidinone), S(=O)(Cl)Cl (thionyl chloride), FC=1C=C(CN2N=CC3=CC(=CC=C23)N)C=CC1 (1-(3-fluorobenzyl)-1H-indazol-5-amine). The reagents and catalysts are CN(C)C=O (DMF). Run in CC(=O)N(C)C (DMA). Reaction conditions: time 65 hour. Yields the product FC1=CC2=C(N=CN=C2NC=2C=C3C=NN(C3=CC2)CC2=CC(=CC=C2)F)C=N1 (6-fluoro-N-(1-(3-fluorobenzyl)-1H-indazol-5-yl)pyrido[3,4-d]-pyrimidin-4-amine). Isolated yield 80.1%. RXN SMILES: [F:1][C:2]1[N:12]=[CH:11][C:5]2[NH:6][C:7](=O)[N:8]=[CH:9][C:4]=2[CH:3]=1.S(Cl)(Cl)=O.[F:17][C:18]1[CH:19]=[C:20]([CH:32]=[CH:33][CH:34]=1)[CH2:21][N:22]1[C:30]2[C:25](=[CH:26][C:27]([NH2:31])=[CH:28][CH:29]=2)[CH:24]=[N:23]1>CN(C=O)C.CC(N(C)C)=O>[F:1][C:2]1[N:12]=[CH:11][C:5]2[N:6]=[CH:7][N:8]=[C:9]([NH:31][C:27]3[CH:26]=[C:25]4[C:30](=[CH:29][CH:28]=3)[N:22]([CH2:21][C:20]3[CH:32]=[CH:33][CH:34]=[C:18]([F:17])[CH:19]=3)[N:23]=[CH:24]4)[C:4]=2[CH:3]=1. Procedure details: A heterogeneous mixture of 6-fluoropyrido[3,4-d]pyrimidin-4(3H)-one (200) (1.65 g, 10.0 mmol), thionyl chloride (30 mL) and a catalytic amount of DMF (2 drops) was stirred under reflux for 5 h to give a homogeneous mixture. It was evaporated under reduced pressure at 45° C. (bath temperature) to give a light brown solid. To this solid was added a solution of 1-(3-fluorobenzyl)-1H-indazol-5-amine (PCT Int. Appl., 2005058245, 30 Jun. 2005) (2.65 g, 11.0 mmol) in dry DMA (15 mL). The residue of 1-(... Starting materials: COC1=CC=C2C=CC(=CC2=C1)OC1=CC=CN2C1=NS(CC2)(=O)=O (9-[(7-methoxynaphthalen-2-yl)oxy]-3,4-dihydropyrido[2,1-c][1,2,4]thiadiazine 2,2-dioxide). The reagents and catalysts are [Pt](=O)=O (platinum (IV) oxide). Solvent: C(C)(=O)O (acetic acid). Run at time 8 hour. Yields the product COC1=CC=C2C=CC(=CC2=C1)OC1CCCN2C1=NS(CC2)(=O)=O (9-[(7-methoxynaphthalen-2-yl)oxy]-3,4,6,7,8,9-hexahydropyrido[2,1-c][1,2,4]thiadiazine 2,2-dioxide). Yield: 22.6%. As a reaction SMILES: [CH3:1][O:2][C:3]1[CH:12]=[C:11]2[C:6]([CH:7]=[CH:8][C:9]([O:13][C:14]3[C:19]4=[N:20][S:21](=[O:25])(=[O:24])[CH2:22][CH2:23][N:18]4[CH:17]=[CH:16][CH:15]=3)=[CH:10]2)=[CH:5][CH:4]=1>[Pt](=O)=O.C(O)(=O)C>[CH3:1][O:2][C:3]1[CH:12]=[C:11]2[C:6]([CH:7]=[CH:8][C:9]([O:13][CH:14]3[C:19]4=[N:20][S:21](=[O:25])(=[O:24])[CH2:22][CH2:23][N:18]4[CH2:17][CH2:16][CH2:15]3)=[CH:10]2)=[CH:5][CH:4]=1. Procedure details: A mixture of 9-[(7-methoxynaphthalen-2-yl)oxy]-3,4-dihydropyrido[2,1-c][1,2,4]thiadiazine 2,2-dioxide (120 mg), platinum (IV) oxide (76 mg) and acetic acid (10 mL) was stirred under a hydrogen atmosphere at room temperature overnight. The reaction mixture was filtered, and concentrated under reduced pressure. To the residue was added a saturated aqueous sodium hydrogen carbonate solution and the mixture was extracted with ethyl acetate. The organic layer was washed with saturated aqueous sodium ... Starting materials: BrC=1C=C2CC(CC2=CC1)N1CCN(CC1)C(=O)OC(C)(C)C (tert-butyl 4-(5-bromo-2,3-dihydro-1H-inden-2-yl)piperazine-1-carboxylate), CN1C(CCC1)=O (N-methyl-2-pyrrolidinone), ClCCl (dichloromethane). Reagents/catalysts: [C-]#N.[Zn+2].[C-]#N (zinc cyanide), C1(=CC=CC=C1)P(C1=CC=CC=C1)C1=CC=CC=C1.[Pd] (palladium triphenylphosphane). Conditions: temperature 85 celsius, time 20 minute. Yields the product C(#N)C=1C=C2CC(CC2=CC1)N1CCN(CC1)C(=O)OC(C)(C)C (tert-Butyl 4-(5-cyano-2,3-dihydro-1H-inden-2-yl)piperazine-1-carboxylate). Reaction SMILES: Br[C:2]1[CH:3]=[C:4]2[C:8](=[CH:9][CH:10]=1)[CH2:7][CH:6]([N:11]1[CH2:16][CH2:15][N:14]([C:17]([O:19][C:20]([CH3:23])([CH3:22])[CH3:21])=[O:18])[CH2:13][CH2:12]1)[CH2:5]2.ClCCl.[CH3:27][N:28]1CCCC1=O>[C-]#N.[Zn+2].[C-]#N.C1(P(C2C=CC=CC=2)C2C=CC=CC=2)C=CC=CC=1.[Pd]>[C:27]([C:2]1[CH:3]=[C:4]2[C:8](=[CH:9][CH:10]=1)[CH2:7][CH:6]([N:11]1[CH2:16][CH2:15][N:14]([C:17]([O:19][C:20]([CH3:21])([CH3:22])[CH3:23])=[O:18])[CH2:13][CH2:12]1)[CH2:5]2)#[N:28] |f:3.4.5,6.7|. Procedure: To a 5 mL microwave vial was charged with tert-butyl 4-(5-bromo-2,3-dihydro-1H-inden-2-yl)piperazine-1-carboxylate (370 mg, 0.97 mmol), zinc cyanide (114 mg, 0.97 mmol) and palladium triphenylphosphane (1:4) (56 mg, 0.049 mmol). Above mixture was dissolved in N-methyl-2-pyrrolidinone (1 mL). The reaction vial was degassed, filled with N2 and heated in microwave reactor at 85° C. for 2 hr, then at 100° C. for 20 min. To above reaction was added dichloromethane (5 mL), washed with small amount of ... Starting materials: 2-(dicyclohexylphosphine)biphenyl, O (water), C(CCC)OC=1C=C(C=CC1I)/C=C(\C(=O)OC)/OC (methyl (E)-3-(3-butoxy-4-iodophenyl)-2-methoxyacrylate), C(CCCCCC)NC(N(C1=CC(=CC=C1)B1OC(C(O1)(C)C)(C)C)C)=O (3-heptyl-1-methyl-1-[3-(4,4,5,5-tetramethyl[1.3.2]dioxaborolan-2-yl)phenyl]urea), P(=O)([O-])([O-])[O-].[K+].[K+].[K+] (potassium phosphate). The reagents and catalysts are C(C)(=O)[O-].[Pd+2].C(C)(=O)[O-] (palladium (II) acetate). Run in C(C)(=O)OCC (ethyl acetate), CN(C=O)C (dimethylformamide). Reaction conditions: temperature 90 celsius. Yields the product C(CCC)OC1=C(C=CC(=C1)/C=C(\C(=O)OC)/OC)C1=CC(=CC=C1)N(C(=O)NCCCCCCC)C (methyl (E)-3-[2-butoxy-3′-(1-methyl-3-heptylureido)biphenyl-4-yl]-2-methoxyacrylate). Yield: 64.6%. RXN SMILES: [CH2:1]([O:5][C:6]1[CH:7]=[C:8](/[CH:13]=[C:14](/[O:19][CH3:20])\[C:15]([O:17][CH3:18])=[O:16])[CH:9]=[CH:10][C:11]=1I)[CH2:2][CH2:3][CH3:4].[CH2:21]([NH:28][C:29](=[O:47])[N:30]([CH3:46])[C:31]1[CH:36]=[CH:35][CH:34]=[C:33](B2OC(C)(C)C(C)(C)O2)[CH:32]=1)[CH2:22][CH2:23][CH2:24][CH2:25][CH2:26][CH3:27].P([O-])([O-])([O-])=O.[K+].[K+].[K+].O>CN(C)C=O.C([O-])(=O)C.[Pd+2].C([O-])(=O)C.C(OCC)(=O)C>[CH2:1]([O:5][C:6]1[CH:7]=[C:8](/[CH:13]=[C:14](/[O:19][CH3:20])\[C:15]([O:17][CH3:18])=[O:16])[CH:9]=[CH:10][C:11]=1[C:35]1[CH:34]=[CH:33][CH:32]=[C:31]([N:30]([CH3:46])[C:29]([NH:28][CH2:21][CH2:22][CH2:23][CH2:24][CH2:25][CH2:26][CH3:27])=[O:47])[CH:36]=1)[CH2:2][CH2:3][CH3:4] |f:2.3.4.5,8.9.10|. Reported procedure: 0.4 g (1 mmol) of methyl (E)-3-(3-butoxy-4-iodophenyl)-2-methoxyacrylate prepared as described in Example 24c, 0.5 g (1.33 mmol) of 3-heptyl-1-methyl-1-[3-(4,4,5,5-tetramethyl[1.3.2]dioxaborolan-2-yl)phenyl]urea prepared according to Example 35b and 1 mL (2 mmol) of aqueous 2 M potassium phosphate solution are dissolved in 15 mL of dimethylformamide. After bubbling nitrogen through the reaction mixture for 10 minutes, 2 mg (0.01 mmol) of palladium (II) acetate and 7 mg (0.02 mmol) of 2-(dicycloh...